From a dataset of the Open Reaction Database (ORD), a public repository of structured organic reaction records. describe an organic reaction: reactants, conditions, products, and yield Starting materials: Cl.CN(CCCN=C=NCC)C (1-(3-dimethylaminopropyl)-3-ethylcarbodiimide hydrochloride), C(C=C)C1=C(C(=C(CO)C(=C1F)F)F)F (4-allyl-2,3,5,6-tetrafluorobenzyl alcohol), C(#N)C(=C[C@H]1C([C@@H]1C(=O)O)(C)C)C ((1R)-trans-3-(2-cyano-1-propeny)-2,2-dimethylcyclopropanecarboxylic acid), ice water. The reagents and catalysts are CN(C1=CC=NC=C1)C (4-dimethylaminopyridine). The solvent is C(Cl)(Cl)Cl (chloroform). Reaction conditions: time 3 hour. The product is C(#N)C(=C[C@H]1C([C@@H]1C(=O)OCC1=C(C(=C(C(=C1F)F)CC=C)F)F)(C)C)C (4-allyl-2,3,5,6-tetrafluorobenzyl (1R)-trans-3-(2-cyano-1-propenyl)-2,2-dimethylcyclopropanecarboxylate). Isolated yield 94.0%. RXN SMILES: Cl.CN(C)CCCN=C=NCC.[CH2:13]([C:16]1[C:23]([F:24])=[C:22]([F:25])[C:19]([CH2:20][OH:21])=[C:18]([F:26])[C:17]=1[F:27])[CH:14]=[CH2:15].[C:28]([C:30]([CH3:40])=[CH:31][C@@H:32]1[C@@H:34]([C:35](O)=[O:36])[C:33]1([CH3:39])[CH3:38])#[N:29]>CN(C)C1C=CN=CC=1.C(Cl)(Cl)Cl>[C:28]([C:30]([CH3:40])=[CH:31][C@@H:32]1[C@@H:34]([C:35]([O:21][CH2:20][C:19]2[C:18]([F:26])=[C:17]([F:27])[C:16]([CH2:13][CH:14]=[CH2:15])=[C:23]([F:24])[C:22]=2[F:25])=[O:36])[C:33]1([CH3:39])[CH3:38])#[N:29] |f:0.1|. Reported procedure: Under a nitrogen atmosphere, 0.23 g of 1-(3-dimethylaminopropyl)-3-ethylcarbodiimide hydrochloride was added to a mixture of 0.20 g of 4-allyl-2,3,5,6-tetrafluorobenzyl alcohol, 0.16 g of (1R)-trans-3-(2-cyano-1-propeny)-2,2-dimethylcyclopropanecarboxylic acid, 0.05 g of 4-dimethylaminopyridine and 4 ml of anhydrous chloroform, and the mixture was stirred at room temperature for 3 hours. Thereafter, the reaction mixture was poured into ice water, followed by extraction with ethyl acetate two tim... Starting materials: C1CCOC1, CC(C)(CN1C(=O)C2(C)COCCN2c2nc(Cl)ncc21)OC1CCCCO1, Cl, [Na+], O=C([O-])O. Product: CC(C)(O)CN1C(=O)C2(C)COCCN2c2nc(Cl)ncc21. As a reaction SMILES: [CH2:35]1[O:36][CH2:37][CH2:38][CH2:39]1.[Cl:1][c:2]1[n:3][c:4]2[c:9]([cH:10][n:11]1)[N:8]([CH2:12][C:13]([CH3:14])([O:15][CH:16]1[CH2:17][CH2:18][CH2:19][CH2:20][O:21]1)[CH3:22])[C:7](=[O:23])[C:6]1([CH3:28])[N:5]2[CH2:27][CH2:26][O:25][CH2:24]1.[ClH:29].[Na+:34].[O-:30][C:31]([OH:32])=[O:33]>>[Cl:1][c:2]1[n:3][c:4]2[c:9]([cH:10][n:11]1)[N:8]([CH2:12][C:13]([CH3:14])([OH:15])[CH3:22])[C:7](=[O:23])[C:6]1([CH3:28])[N:5]2[CH2:27][CH2:26][O:25][CH2:24]1. The product is C(=O)C1=CC(=C(OCCCC(=O)O)C=C1)[N+](=O)[O-] (4-(4-formyl-2-nitrophenoxy)butanoic acid). Reactants: C(=O)C1=CC(=C(OCCCC(=O)OCC)C=C1)[N+](=O)[O-] (4-(4-Formyl-2-nitrophenoxy)butanoic acid, ethyl ester), C([O-])([O-])=O.[K+].[K+] (potassium carbonate). Reported procedure: 4-(4-Formyl-2-nitrophenoxy)butanoic acid, ethyl ester (135 mg, 0.48 mmol) is dissolved in 3 mL of methanol/water (3:2) and treated with 232 mg (1.68 mmol) of potassium carbonate according to the procedure described for Example 4 to give 84 mg (69%) of 4-(4-formyl-2-nitrophenoxy)butanoic acid as a yellow powder: m.p. 136°-139°; the 1H NMR (300 MHz, CDCl3) is consistent with the desired product; IR (KBr) 3400, 1730, 1700, 1650, 1600, 1570 cm-1 ; MS (CI) m/e 254, 236, 224, 208, 196, 168. Run in CO.O (methanol water). Reaction SMILES: [CH:1]([C:3]1[CH:17]=[CH:16][C:6]([O:7][CH2:8][CH2:9][CH2:10][C:11]([O:13]CC)=[O:12])=[C:5]([N+:18]([O-:20])=[O:19])[CH:4]=1)=[O:2].C(=O)([O-])[O-].[K+].[K+]>CO.O>[CH:1]([C:3]1[CH:17]=[CH:16][C:6]([O:7][CH2:8][CH2:9][CH2:10][C:11]([OH:13])=[O:12])=[C:5]([N+:18]([O-:20])=[O:19])[CH:4]=1)=[O:2] |f:1.2.3,4.5|. Isolated yield 69.1%. The reactants are O (H2O), ClCCl.CC(=O)C (dichloromethane acetone), COC([C@@H](NC(=S)C1(CCCC1)CCNC(C)=O)CC1=CC=C(C=C1)[N+](=O)[O-])=O (N-[[1-[2-(acetylamino)ethyl]cyclopentyl]thioxomethyl]-4-nitro-L-phenylalanine methyl ester). Reagents/catalysts: [Zn] (zinc). The solvent is C(C)(=O)OCC (ethyl acetate), [Cl-].[NH4+] (ammonium chloride), CO (methanol), [Cl-].[NH4+] (ammonium chloride). Reaction conditions: time 20 minute. The product is COC([C@@H](N)CC1=CC=CC=C1)=O (L-phenylalanine methyl ester). Yield: 207.3%. RXN SMILES: [CH3:1][O:2][C:3](=[O:29])[C@H:4]([CH2:19][C:20]1[CH:25]=[CH:24][C:23]([N+]([O-])=O)=[CH:22][CH:21]=1)[NH:5]C(C1(CCNC(=O)C)CCCC1)=S.O.ClCCl.CC(C)=O>CO.C(OCC)(=O)C.[Cl-].[NH4+].[Zn]>[CH3:1][O:2][C:3](=[O:29])[C@H:4]([CH2:19][C:20]1[CH:25]=[CH:24][CH:23]=[CH:22][CH:21]=1)[NH2:5] |f:2.3,6.7|. Procedure details: To a suspension of N-[[1-[2-(acetylamino)ethyl]cyclopentyl]thioxomethyl]-4-nitro-L-phenylalanine methyl ester (740 mg, 1.75 mmol), zinc dust (1.14 g, 17.5 mmol) and ammonium chloride (1.41 g, 26.3 mmol) in methanol (20 mL) was added H2O (10 mL) slowly over 5 min. After stirring for 20 min, the reaction mixture was diluted with ethyl acetate (80 mL) and sat. ammonium chloride solution (25 mL). The separated aqueous layer was back-extracted with ethyl acetate (3×25 mL) and the organic layers were ...